This data is from the Open Reaction Database (ORD), a public repository of structured organic reaction records. The task is: describe an organic reaction: reactants, conditions, products, and yield Reactants: N=1SN=C2C1C=CC=C2N2CCN(CC2)C (4-(2,1,3-benzothiadiazolyl)-N-methylpiperazine), ClC(=O)OC=C (vinyl chloroformate), ClC(C)Cl (dichloroethane). Yields the product N=1SN=C2C1C=CC=C2N2CCN(CC2)C(=O)OC=C (4-(2,1,3-benzothiadiazolyl)-N-vinyloxycarbonylpiperazine). RXN SMILES: [N:1]1[S:2][N:3]=[C:4]2[C:9]([N:10]3[CH2:15][CH2:14][N:13](C)[CH2:12][CH2:11]3)=[CH:8][CH:7]=[CH:6][C:5]=12.Cl[C:18]([O:20][CH:21]=[CH2:22])=[O:19].ClC(Cl)C>>[N:1]1[S:2][N:3]=[C:4]2[C:9]([N:10]3[CH2:15][CH2:14][N:13]([C:18]([O:20][CH:21]=[CH2:22])=[O:19])[CH2:12][CH2:11]3)=[CH:8][CH:7]=[CH:6][C:5]=12. Reported procedure: To a 25 ml round-bottomed flask equipped with condenser and nitrogen inlet were added 620 mg (2.64 mmol) of 4-(2,1,3-benzothiadiazolyl)-N-methylpiperazine, 0.224 ml (2.64 mmol) vinyl chloroformate, and 15 ml dichloroethane. The reaction was refluxed 16 hours, cooled, and evaporated. The residue was chromatographed on silica gel using methylene chloride/ethyl acetate as eluent, and the product fractions collected to give yellow solid 4-(2,1,3-benzothiadiazolyl)-N-vinyloxycarbonylpiperazine, 530 m... Reactants: CCOC(=O)C=Cc1cnn(Cc2ccccc2)c1-c1ccc(F)cc1, CCOC(=O)C=Cc1cn(Cc2ccccc2)nc1-c1ccc(F)cc1, CO, Cl, [Na+], [OH-]. The product is O=C(O)C=Cc1cnn(Cc2ccccc2)c1-c1ccc(F)cc1. Reaction SMILES: [CH2:1]([c:2]1[cH:3][cH:4][cH:5][cH:6][cH:7]1)[n:8]1[n:9][cH:10][c:11]([CH:20]=[CH:21][C:22](=[O:23])[O:24][CH2:25][CH3:26])[c:12]1-[c:13]1[cH:14][cH:15][c:16]([F:19])[cH:17][cH:18]1.[CH2:27]([n:28]1[cH:29][c:30]([CH:31]=[CH:32][C:33]([O:34][CH2:35][CH3:36])=[O:37])[c:38](-[c:39]2[cH:40][cH:41][c:42]([F:43])[cH:44][cH:45]2)[n:46]1)[c:47]1[cH:48][cH:49][cH:50][cH:51][cH:52]1.[CH3:56][OH:57].[ClH:55].[Na+:54].[OH-:53]>>[CH2:1]([c:2]1[cH:3][cH:4][cH:5][cH:6][cH:7]1)[n:8]1[n:9][cH:10][c:11]([CH:20]=[CH:21][C:22](=[O:23])[OH:24])[c:12]1-[c:13]1[cH:14][cH:15][c:16]([F:19])[cH:17][cH:18]1. Reactants: O=C([O-])[O-], ClC(Cl)Cl, CN1CCC2(CC1)CN(c1ccccc1Cl)c1ccccc12, [K+], [K+], N#CBr. Yields the product N#CN1CCC2(CC1)CN(c1ccccc1Cl)c1ccccc12. As a reaction SMILES: [C:23](=[O:24])([O-:25])[O-:26].[CH:32]([Cl:33])([Cl:34])[Cl:35].[Cl:1][c:2]1[c:3]([N:8]2[CH2:9][C:10]3([c:11]4[cH:12][cH:13][cH:14][cH:15][c:16]42)[CH2:17][CH2:18][N:19]([CH3:22])[CH2:20][CH2:21]3)[cH:4][cH:5][cH:6][cH:7]1.[K+:27].[K+:28].[N:29]#[C:30][Br:31]>>[Cl:1][c:2]1[c:3]([N:8]2[CH2:9][C:10]3([c:11]4[cH:12][cH:13][cH:14][cH:15][c:16]42)[CH2:17][CH2:18][N:19]([C:22]#[N:29])[CH2:20][CH2:21]3)[cH:4][cH:5][cH:6][cH:7]1. Solvent: CCO (EtOH). Procedure: The product of EXAMPLE 83 (2.5 g, 13.6 mmol) in 50 mL of EtOH was reacted with ammonium chloride (730 mg, 13.6 mmol) by the method of EXAMPLE 27 to yield 2.2 g (78%, of the title material. Product: Cl.CC(C)(C)C1CCC(NCC1)=N (5-(1,1-dimethylethyl)-hexahydro-1H-azepin-2-imine, monohydrochloride). The reactants are CC(C)(C)C1CCN=C(CC1)OC (4-(1,1-dimethylethyl)-3,4,5,6-tetrahydro-7-methoxy-2H-azepine), [Cl-].[NH4+] (ammonium chloride), title material. As a reaction SMILES: [CH3:1][C:2]([CH:5]1[CH2:11][CH2:10][C:9](OC)=[N:8][CH2:7][CH2:6]1)([CH3:4])[CH3:3].[Cl-:14].[NH4+:15]>CCO>[ClH:14].[CH3:1][C:2]([CH:5]1[CH2:6][CH2:7][NH:8][C:9](=[NH:15])[CH2:10][CH2:11]1)([CH3:4])[CH3:3] |f:1.2,4.5|. Reactants: ClCC(=O)CCl.C(=O)(OCC1=CC=CC=C1)N[C@@H](CC(C)C)C(=O)O (N-Cbz-leucine chloromethyl ketone), [BH4-].[Na+] (sodium borohydride). Run in CO (methanol). Product: C(C(C)C)[C@@H]([C@@H](CCl)O)NC(=O)OCC1=CC=CC=C1 ((1S,2S)-N-(1-Isobutyl-3-chloro-2-hydroxypropyl)benzyloxycarbonylamine). Yield: 117.8%. As a reaction SMILES: [Cl:1][CH2:2]C(CCl)=O.[C:7]([NH:17][C@H:18]([C:23]([OH:25])=O)[CH2:19][CH:20]([CH3:22])[CH3:21])([O:9][CH2:10][C:11]1[CH:16]=[CH:15][CH:14]=[CH:13][CH:12]=1)=[O:8].[BH4-].[Na+]>CO>[CH2:19]([C@H:18]([NH:17][C:7]([O:9][CH2:10][C:11]1[CH:12]=[CH:13][CH:14]=[CH:15][CH:16]=1)=[O:8])[C@H:23]([OH:25])[CH2:2][Cl:1])[CH:20]([CH3:21])[CH3:22] |f:0.1,2.3|. Procedure details: To a solution of N-Cbz-leucine chloromethyl ketone (2.0 g) in 20 mL of methanol was added, at 0° C., 1.0 g of sodium borohydride and the mixture was stirred at ambient temperature for 24 h. The solution was concentrated under reduced pressure and the residue partitioned between 20 mL of saturated aqueous NH4Cl and 500 ml of diethyl ether. The organic fraction was separated, dried over MgSO4 and concentrated in vacuo and the residue purified by silica gel chromatography to yield 1.8 g of white so... Reactants: CN1CCOCC1 (4-methylmorpholine), [BH4-].[Na+] (sodium borohydride), C(C)(C)(C)OC(=O)N[C@H](C(=O)O)CC1=CC(=CC(=C1)F)F (2-(S)-tert-butoxycarbonylamino-3-(3,5-difluorophenyl)propionic acid), ClC(=O)OCC(C)C (isobutyl chloroformate). Solvent: O (water), COCCOC (ethylene glycol dimethyl ether), O (water). Run at temperature -20 celsius. Product: C(C)(C)(C)OC(N[C@@H](CC1=CC(=CC(=C1)F)F)CO)=O ([2-(3,5-Difluorophenyl)-1-(S)-hydroxymethyl-ethyl]-carbamic acid tert-butyl ester). The yield is 79.9%. RXN SMILES: [C:1]([O:5][C:6]([NH:8][C@@H:9]([CH2:13][C:14]1[CH:19]=[C:18]([F:20])[CH:17]=[C:16]([F:21])[CH:15]=1)[C:10](O)=[O:11])=[O:7])([CH3:4])([CH3:3])[CH3:2].CN1CCOCC1.ClC(OCC(C)C)=O.[BH4-].[Na+]>COCCOC.O>[C:1]([O:5][C:6](=[O:7])[NH:8][C@H:9]([CH2:10][OH:11])[CH2:13][C:14]1[CH:19]=[C:18]([F:20])[CH:17]=[C:16]([F:21])[CH:15]=1)([CH3:2])([CH3:4])[CH3:3] |f:3.4|. Procedure: Dissolve commercially available 2-(S)-tert-butoxycarbonylamino-3-(3,5-difluorophenyl)propionic acid (5.995 g, 19.9 mmol) in ethylene glycol dimethyl ether (20 mL) and cool −20° C. Add 4-methylmorpholine (2.4 mL, 21.89 mmol) and stir 5 min, then add isobutyl chloroformate (2.9 mL, 21.89 mmol) dropwise and stir 5 min. Filter into −15° C. cooled flask with course frit, rinse with cold ethylene glycol dimethyl ether. Add sodium borohydride (1.129 g, 29.85 mmol) in water (9 mL) followed by water (500...